This data is from the Open Reaction Database (ORD), a public repository of structured organic reaction records. The task is: describe an organic reaction: reactants, conditions, products, and yield Reactants: ClC(C(=O)N1C(NC(=C1C1=CC(=C(C=C1)F)F)C(=O)OC)=O)(Cl)Cl (1-trichloroacetyl-5-(3,4-difluorophenyl)-2,3-dihydro-4-methoxycarbonyl-2(1H)-imidazolone), NCCCN1CCC(CC1)(C1=CC=CC=C1)C(=O)OC (1-(3-aminopropyl)-4-methoxycarbonyl-4-phenylpiperidine), C([O-])([O-])=O.[K+].[K+] (potassium carbonate). The solvent is O1CCOCC1 (dioxane). Yields the product FC=1C=C(C=CC1F)C1=C(NC(N1C(=O)NCCCN1CCC(CC1)(C1=CC=CC=C1)C(=O)OC)=O)C(=O)OC (5-(3,4-Difluorophenyl)-2,3-dihydro-4-methoxycarbonyl-1-(3-(4-methoxycarbonyl-4-phenylpiperidin-1-yl)prop-1-yl) aminocarbonyl-2(1H)-imidazolone). Yield: 1.8%. Reaction SMILES: ClC(Cl)(Cl)[C:3]([N:5]1[C:9]([C:10]2[CH:15]=[CH:14][C:13]([F:16])=[C:12]([F:17])[CH:11]=2)=[C:8]([C:18]([O:20][CH3:21])=[O:19])[NH:7][C:6]1=[O:22])=[O:4].[NH2:25][CH2:26][CH2:27][CH2:28][N:29]1[CH2:34][CH2:33][C:32]([C:41]([O:43][CH3:44])=[O:42])([C:35]2[CH:40]=[CH:39][CH:38]=[CH:37][CH:36]=2)[CH2:31][CH2:30]1.C(=O)([O-])[O-].[K+].[K+]>O1CCOCC1>[F:17][C:12]1[CH:11]=[C:10]([C:9]2[N:5]([C:3]([NH:25][CH2:26][CH2:27][CH2:28][N:29]3[CH2:30][CH2:31][C:32]([C:41]([O:43][CH3:44])=[O:42])([C:35]4[CH:40]=[CH:39][CH:38]=[CH:37][CH:36]=4)[CH2:33][CH2:34]3)=[O:4])[C:6](=[O:22])[NH:7][C:8]=2[C:18]([O:20][CH3:21])=[O:19])[CH:15]=[CH:14][C:13]=1[F:16] |f:2.3.4|. Reported procedure: A mixture of 1-trichloroacetyl-5-(3,4-difluorophenyl)-2,3-dihydro-4-methoxycarbonyl-2(1H)-imidazolone (583 mg, 1.46 mmol), 1-(3-aminopropyl)-4-methoxycarbonyl-4-phenylpiperidine (808 mg, 2.92 mmol) and potassium carbonate (809 mg, 5.85 mmol) in dioxane (15 mL) was heated at reflux for 24 hours and then concentrated. The residue was partitioned between EtOAc and water. The organic layer was dried over Na2SO4, filtered and concentrated to give the crude product which was flash chromatographed over... The reactants are CC(C(=O)C1=CN(C2=NC=C(N=C21)N2C(CCC1=CC=CC=C21)=O)COCC[Si](C)(C)C)(C)C (1-[7-(2,2-Dimethyl-propionyl)-5-(2-trimethylsilanyl-ethoxymethyl)-5H-pyrrolo[2,3-b]pyrazin-2-yl]-3,4-dihydro-1H-quinolin-2-one), ClCCl (dichloromethane), O.O.O.C(C)(=O)[O-].[Na+] (sodium acetate trihydrate), CO (MeOH), C(Cl)Cl (CH2Cl2). Run in FC(C(=O)O)(F)F (trifluoroacetic acid). Yields the product [NH4+].[OH-].ClCCl (NH4OH dichloromethane), CC(C(=O)C1=CNC2=NC=C(N=C21)N2C(CCC1=CC=CC=C21)=O)(C)C (1-[7-(2,2-Dimethyl-propionyl)-5H-pyrrolo[2,3-b]pyrazin-2-yl]-3,4-dihydro-1H-quinolin-2-one). The yield is 87.0%. Reaction SMILES: [CH3:1][C:2]([CH3:34])([CH3:33])[C:3]([C:5]1[C:13]2[C:8](=[N:9][CH:10]=[C:11]([N:14]3[C:23]4[C:18](=[CH:19][CH:20]=[CH:21][CH:22]=4)[CH2:17][CH2:16][C:15]3=[O:24])[N:12]=2)[N:7](COCC[Si](C)(C)C)[CH:6]=1)=[O:4].O.O.O.C([O-])(=O)C.[Na+].CO.[Cl:45][CH2:46][Cl:47]>FC(F)(F)C(O)=O>[NH4+:7].[OH-:4].[Cl:45][CH2:46][Cl:47].[CH3:1][C:2]([CH3:34])([CH3:33])[C:3]([C:5]1[C:13]2[C:8](=[N:9][CH:10]=[C:11]([N:14]3[C:23]4[C:18](=[CH:19][CH:20]=[CH:21][CH:22]=4)[CH2:17][CH2:16][C:15]3=[O:24])[N:12]=2)[NH:7][CH:6]=1)=[O:4] |f:1.2.3.4.5,9.10.11|. Procedure details: A solution of 1-[7-(2,2-Dimethyl-propionyl)-5-(2-trimethylsilanyl-ethoxymethyl)-5H-pyrrolo[2,3-b]pyrazin-2-yl]-3,4-dihydro-1H-quinolin-2-one (0.2562 g, 0.535 mmol) in 2 mL of dichloromethane and 2 mL of trifluoroacetic acid was stirred for 5 h then concentrated to a yellow oil. The oil was dissolved in 2 mL of ethanol and the solution was treated with sodium acetate trihydrate (01.3 g, 9.55 mmol). Silica gel chromatography (0→50% 60:10:1 CH2Cl2:MeOH:NH4OH/dichloromethane) afforded 0.1626 g (87% ... The product is C(CC1=CC=CC=C1)NC(C(OCC1=CC=CC=C1)C1=CC=CC=C1)=O (N-phenethyl phenyl-alpha-benzoxyacetamide). As a reaction SMILES: [CH2:1]([NH:9][C:10](=[O:19])[CH:11]([C:13]1[CH:18]=[CH:17][CH:16]=[CH:15][CH:14]=1)[OH:12])[CH2:2][C:3]1[CH:8]=[CH:7][CH:6]=[CH:5][CH:4]=1.[C:20](Cl)(=O)[C:21]1[CH:26]=[CH:25][CH:24]=[CH:23][CH:22]=1>N1C=CC=CC=1>[CH2:1]([NH:9][C:10](=[O:19])[CH:11]([C:13]1[CH:18]=[CH:17][CH:16]=[CH:15][CH:14]=1)[O:12][CH2:20][C:21]1[CH:26]=[CH:25][CH:24]=[CH:23][CH:22]=1)[CH2:2][C:3]1[CH:4]=[CH:5][CH:6]=[CH:7][CH:8]=1. Run at time 5 hour. Procedure details: N-phenethyl mandelic amide 51 g is dissolved in 200 ml of pyridine, and benzoyl chloride 42 ml is added with stirring. Exothermic benzoylation takes place immediately and the reaction mixture is cooled externally with a cold water bath. The stirring is continued for 5 hours, and the reaction mixture is mixed with 1 liter of ice water. The product is extracted with 250 ml of chloroform, washed with 300 ml of 5% sodium bicarbonate, followed by 300 ml of 0.5N HCL and is dried over anhydrous sodium ... Reactants: C(C1=CC=CC=C1)(=O)Cl (benzoyl chloride), C(CC1=CC=CC=C1)NC(C(O)C1=CC=CC=C1)=O (N-phenethyl mandelic amide), ice water. Run in N1=CC=CC=C1 (pyridine). Reactants: C1(=CC=CC=C1)C1=NNC2=CC=C(C=C12)F (3-Phenyl-5-fluoroindazole), C=O (paraformaldehyde), N1CCCCC1 (piperidine), [OH-].[Na+] (sodium hydroxide). Solvent: C(C)O (ethanol). Yields the product N1(CCCCC1)CN1N=C(C2=CC(=CC=C12)F)C1=CC=CC=C1 (1-piperidinomethyl-3-phenyl-5-fluoroindazole). The yield is 61.5%. As a reaction SMILES: [C:1]1([C:7]2[C:15]3[C:10](=[CH:11][CH:12]=[C:13]([F:16])[CH:14]=3)[NH:9][N:8]=2)[CH:6]=[CH:5][CH:4]=[CH:3][CH:2]=1.[CH2:17]=O.[NH:19]1[CH2:24][CH2:23][CH2:22][CH2:21][CH2:20]1.[OH-].[Na+]>C(O)C>[N:19]1([CH2:17][N:9]2[C:10]3[C:15](=[CH:14][C:13]([F:16])=[CH:12][CH:11]=3)[C:7]([C:1]3[CH:2]=[CH:3][CH:4]=[CH:5][CH:6]=3)=[N:8]2)[CH2:24][CH2:23][CH2:22][CH2:21][CH2:20]1 |f:3.4|. Procedure: 3-Phenyl-5-fluoroindazole (2.12 g), paraformaldehyde (0.33 g), piperidine (1 g) and 1N aqueous sodium hydroxide solution (1 ml) were added to ethanol (30 ml) followed by heating under reflux for 3 hours. The reaction mixture was concentrated under reduced pressure and the residue was dissolved in benzene, washed with water, dried over sodium sulfate and concentrated under reduced pressure to obtain 1.9 g of 1-piperidinomethyl-3-phenyl-5-fluoroindazole having a melting point between 82°-84° C aft...